From a dataset of the Open Reaction Database (ORD), a public repository of structured organic reaction records. describe an organic reaction: reactants, conditions, products, and yield The reactants are C1(CCCCC1)CCC[C@H](CC(=O)OC(C)(C)C)C1=NC(=NO1)COS(=O)(=O)C1=CC=C(C=C1)C (tert-butyl(3R)-6-cyclohexyl-3-[3-({[(4-methylphenyl)sulfonyl]oxy}methyl)-1,2,4-oxadiazol-5-yl]hexanoate), C(C)N (ethylamine). Yields the product C1(CCCCC1)CCC[C@H](CC(=O)OC(C)(C)C)C1=NC(=NO1)CNCC (tert-butyl(3R)-6-cyclohexyl-3-{3-[(ethylamino)methyl]-1,2,4-oxadiazol-5-yl}hexanoate). Reaction SMILES: [CH:1]1([CH2:7][CH2:8][CH2:9][C@@H:10]([C:19]2[O:23][N:22]=[C:21]([CH2:24]OS(C3C=CC(C)=CC=3)(=O)=O)[N:20]=2)[CH2:11][C:12]([O:14][C:15]([CH3:18])([CH3:17])[CH3:16])=[O:13])[CH2:6][CH2:5][CH2:4][CH2:3][CH2:2]1.[CH2:36]([NH2:38])[CH3:37]>>[CH:1]1([CH2:7][CH2:8][CH2:9][C@@H:10]([C:19]2[O:23][N:22]=[C:21]([CH2:24][NH:38][CH2:36][CH3:37])[N:20]=2)[CH2:11][C:12]([O:14][C:15]([CH3:17])([CH3:16])[CH3:18])=[O:13])[CH2:2][CH2:3][CH2:4][CH2:5][CH2:6]1. Procedure: Method as for preparation 5 using tert-butyl(3R)-6-cyclohexyl-3-[3-({[(4-methylphenyl)sulfonyl]oxy}methyl)-1,2,4-oxadiazol-5-yl]hexanoate (preparation 177) (750 mg, 1.48 mmol) and ethylamine (2M in THF, 2.22 ml, 4.4 mmol) as starting materials. The reactants are Cc1ccccc1, COc1cnnc(Cl)c1, Cn1nc(C(F)(F)F)c(C=O)c1O, Cc1cccc(C)n1. Product: COc1cnnc(Oc2c(C=O)c(C(F)(F)F)nn2C)c1. RXN SMILES: [CH3:31][c:32]1[cH:33][cH:34][cH:35][cH:36][cH:37]1.[Cl:14][c:15]1[n:16][n:17][cH:18][c:19]([O:21][CH3:22])[cH:20]1.[OH:1][c:2]1[c:3]([CH:12]=[O:13])[c:4]([C:8]([F:9])([F:10])[F:11])[n:5][n:6]1[CH3:7].[n:23]1[c:24]([CH3:25])[cH:26][cH:27][cH:28][c:29]1[CH3:30]>>[O:1]([c:2]1[c:3]([CH:12]=[O:13])[c:4]([C:8]([F:9])([F:10])[F:11])[n:5][n:6]1[CH3:7])[c:15]1[n:16][n:17][cH:18][c:19]([O:21][CH3:22])[cH:20]1.